Dataset: the Open Reaction Database (ORD), a public repository of structured organic reaction records. Task: describe an organic reaction: reactants, conditions, products, and yield Reactants: CC=1SC2=C(N1)C=CC(=C2)C (2,6-dimethylbenzothiazol), [N+](=O)(O)[O-] (HNO3), ice water. Solvent: OS(=O)(=O)O (H2SO4). Run at temperature 0 celsius, time 0.5 hour. Product: [N+](=O)([O-])C1=C(C=CC=2N=C(SC21)C)C (7-nitro-2,6-dimethylbenzothiazol). Isolated yield 256.1%. As a reaction SMILES: [CH3:1][C:2]1[S:3][C:4]2[CH:10]=[C:9]([CH3:11])[CH:8]=[CH:7][C:5]=2[N:6]=1.[N+:12]([O-])([OH:14])=[O:13]>OS(O)(=O)=O>[N+:12]([C:10]1[C:4]2[S:3][C:2]([CH3:1])=[N:6][C:5]=2[CH:7]=[CH:8][C:9]=1[CH3:11])([O-:14])=[O:13]. Procedure details: To a solution of 2,6-dimethylbenzothiazol (350 mg, 2.15 mmol) in Conc. H2SO4 (4 mL) was added HNO3 (69%, 0.3 mmol) at 0° C. After stirred at 0° C. for 0.5 h, the mixture was poured over ice-water. The precipitate was collected and washed with 5% sodium bicarbonate and water, recrystallized from ethanol to give 7-nitro-2,6-dimethylbenzothiazol as yellow solid (160 mg). The product (150 mg) was hydrogenated over 5% Pd/C in ethanol-THF (10:2 mL) at atmosphere pressure to give 2,6-dimethyl-benzothia... Solvent: O1CCCC1. Reagents/catalysts: O1B(OC(C)(C)C1(C)C)B2OC(C)(C)C(O2)(C)C, O1BOC(C)(C)C1(C)C, NC, N=1C=C(C(=C2C=CC3=C(N=CC(=C3C)C)C12)C)C, C[OH2+].C[OH2+].C1CC=CCCC=C1.C1CC=CCCC=C1.[Ir].[Ir]. Reaction conditions: temperature 90 celsius, time 12 hour. Product: O=CC1=CC(=CC=C1Cl)B2OC(C)(C)C(O2)(C)C. The reactants are O=CC=1C=CC=CC1Cl. Isolated yield 73.0%. Run at temperature 0 celsius, time 30 minute. Run in C1(=CC=CC=C1)C (toluene), C(C)#N (acetonitrile). Reagents/catalysts: stannic chloride. Reactants: [N+](=O)([O-])C=1NC=CN1 (2-Nitroimidazole), resultant product, P(=O)([O-])([O-])[O-].[Na+].[Na+].[Na+] (sodium phosphate), OCC(OCN1C(=NC=C1)[N+](=O)[O-])CO (1-[2-hydroxy-1-(hydroxymethyl)ethoxy]methyl-2-nitroimidazole), C(CCC)[Sn](CCCC)=O (dibutyl tin oxide), OCC(OCN1C(=NC=C1)[N+](=O)[O-])CO (1-[2-hydroxy-1-(hydroxymethyl)ethoxy]methyl-2-nitroimidazole), C[Si](N[Si](C)(C)C)(C)C (hexamethyldisilazane), resultant compound, C(C)(=O)OCOC(COC(C)=O)COC(C)=O (2-acetoxymethoxy-1,3-diacetoxypropane), N (ammonia). The product is C(C)(=O)OCC(CO)OCN1C(=NC=C1)[N+](=O)[O-] (1-[1-acetoxymethyl-2-(hydroxy)ethoxy]methyl-2-nitroimidazole). RXN SMILES: [N+:1]([C:4]1[NH:5][CH:6]=[CH:7][N:8]=1)([O-:3])=[O:2].C[Si](C)(C)N[Si](C)(C)C.C(O[CH2:22][O:23][CH:24]([CH2:30][O:31]C(=O)C)[CH2:25][O:26][C:27](=[O:29])[CH3:28])(=O)C.N.OCC(CO)OCN1C=CN=C1[N+]([O-])=O.C([Sn](=O)CCCC)CCC.P([O-])([O-])([O-])=O.[Na+].[Na+].[Na+]>C(#N)C.C1(C)C=CC=CC=1>[C:27]([O:26][CH2:25][CH:24]([O:23][CH2:22][N:5]1[CH:6]=[CH:7][N:8]=[C:4]1[N+:1]([O-:3])=[O:2])[CH2:30][OH:31])(=[O:29])[CH3:28] |f:6.7.8.9|. Procedure: 2-Nitroimidazole was subjected to trimethylsilylation by use of hexamethyldisilazane in acetonitrile, and the resultant compound and 2-acetoxymethoxy-1,3-diacetoxypropane were subjected to condensation by use of stannic chloride serving as a catalyst. The resultant product was deprotected by use of methanolic ammonia, to thereby obtain 1-[2-hydroxy-1-(hydroxymethyl)ethoxy]methyl-2-nitroimidazole. The thus-obtained 1-[2-hydroxy-1-(hydroxymethyl)ethoxy]methyl-2-nitroimidazole (0.5 g) was refluxed ... Starting materials: COc2ccc1cc(CCO[Si](C)(C)C(C)(C)C)ccc1c2 (substrate), C[Zn](C)(C)([Li])([Li])c1ccccc1 (effective_coupling_partner). The reagents and catalysts are PCy3. Reaction conditions: temperature 25 celsius, time 9 hour. Yields the product CC(C)(C)[Si](C)(C)OCCc3ccc2cc(c1ccccc1)ccc2c3. Reactants: O=C(NC1=C(F)C(F)=C(C(F)=C1F)C(F)(F)F)C2=CC=C(C=C2)N(=O)=O. The reagents and catalysts are O1B(OC(C)(C)C1(C)C)B2OC(C)(C)C(O2)(C)C, [K].O=S(=O)(O)OOS(=O)(=O)O, [Na].O=S(=O)(O)C1=CC=C(C=C1)C, O=C(C=CC1=CC=C(C=C1)C(F)(F)F)C=CC2=CC=C(C=C2)C(F)(F)F, [Pd].O=C(O)C. Solvent: N#CC. Conditions: temperature 80 celsius, time 24 hour. Product: O=C(NC1=C(F)C(F)=C(C(F)=C1F)C(F)(F)F)C2=CC=C(C=C2B3OC(C)(C)C(O3)(C)C)N(=O)=O. The yield is 46.0%. Starting materials: Cl.C(C\C=C\CC)(=O)O ((E)-hex-3-enoic acid hydrochloride), N[C@H](C(=O)NC1=CC=C(C=C1)OC1=CC=C(C=C1)F)COCC1=CC=CC=C1 ((S)-2-amino-3-(benzyloxy)-N-(4-(4-fluorophenoxy)phenyl)propanamide). Product: Compound 232, C(C1=CC=CC=C1)OC[C@@H](C(=O)NC1=CC=C(C=C1)OC1=CC=C(C=C1)F)NC(C\C=C\CC)=O ((S,E)-N-(3-(benzyloxy)-1-(4-(4-fluorophenoxy)phenylamino)-1-oxopropan-2-yl)hex-3-enamide). The yield is 52.5%. RXN SMILES: Cl.[C:2]([OH:9])(=O)[CH2:3]/[CH:4]=[CH:5]/[CH2:6][CH3:7].[NH2:10][C@@H:11]([CH2:29][O:30][CH2:31][C:32]1[CH:37]=[CH:36][CH:35]=[CH:34][CH:33]=1)[C:12]([NH:14][C:15]1[CH:20]=[CH:19][C:18]([O:21][C:22]2[CH:27]=[CH:26][C:25]([F:28])=[CH:24][CH:23]=2)=[CH:17][CH:16]=1)=[O:13]>>[CH2:31]([O:30][CH2:29][C@H:11]([NH:10][C:2](=[O:9])[CH2:3]/[CH:4]=[CH:5]/[CH2:6][CH3:7])[C:12]([NH:14][C:15]1[CH:20]=[CH:19][C:18]([O:21][C:22]2[CH:27]=[CH:26][C:25]([F:28])=[CH:24][CH:23]=2)=[CH:17][CH:16]=1)=[O:13])[C:32]1[CH:37]=[CH:36][CH:35]=[CH:34][CH:33]=1 |f:0.1|. Procedure: Proceeding as in Example 1, but substituting (E)-hex-3-enoic acid hydrochloride and (S)-2-amino-3-(benzyloxy)-N-(4-(4-fluorophenoxy)phenyl)propanamide, gave Compound 232, (S,E)-N-(3-(benzyloxy)-1-(4-(4-fluorophenoxy)phenylamino)-1-oxopropan-2-yl)hex-3-enamide (3 mg, 52.5%). MS (EI) for C28H29FN2O4. found 477.5 (MH+). Reactants: ClC=1C=C(OC(C(=O)OCC)(C)C)C=CC1CCN[C@H]([C@@H](C1=CC=C(C=C1)O)O)C (ethyl 2-[3-Chloro-4-[2-[[(1S,2R)-2-hydroxy-2-(4-hydroxyphenyl)-1-methylethyl]amino]ethyl]-phenoxy]-2-methylpropionate), [OH-].[Na+] (sodium hydroxide), Cl (hydrochloric acid). Solvent: C(C)O (ethanol). Reaction conditions: time 13 hour. Yields the product ClC=1C=C(OC(C(=O)O)(C)C)C=CC1CCN[C@H]([C@@H](C1=CC=C(C=C1)O)O)C (2-[3-chloro-4-[2-[[(1S,2R)-2-hydroxy-2-(4-hydroxyphenyl)-1-methylethyl]amino]ethyl]phenoxy]-2-methylpropionic acid). The yield is 90.3%. As a reaction SMILES: [Cl:1][C:2]1[CH:3]=[C:4]([CH:14]=[CH:15][C:16]=1[CH2:17][CH2:18][NH:19][C@@H:20]([CH3:30])[C@H:21]([OH:29])[C:22]1[CH:27]=[CH:26][C:25]([OH:28])=[CH:24][CH:23]=1)[O:5][C:6]([CH3:13])([CH3:12])[C:7]([O:9]CC)=[O:8].[OH-].[Na+].Cl>C(O)C>[Cl:1][C:2]1[CH:3]=[C:4]([CH:14]=[CH:15][C:16]=1[CH2:17][CH2:18][NH:19][C@@H:20]([CH3:30])[C@H:21]([OH:29])[C:22]1[CH:23]=[CH:24][C:25]([OH:28])=[CH:26][CH:27]=1)[O:5][C:6]([CH3:12])([CH3:13])[C:7]([OH:9])=[O:8] |f:1.2|. Procedure details: To a solution of ethyl 2-[3-Chloro-4-[2-[[(1S,2R)-2-hydroxy-2-(4-hydroxyphenyl)-1-methylethyl]amino]ethyl]-phenoxy]-2-methylpropionate (2.39 g) in ethanol (20 ml) was added 2N aqueous sodium hydroxide solution (8.2 ml ), and the mixture was stirred for 13 hours at room temperature. To the stirred reaction mixture was added 2N hydrochloric acid (8.2 ml) under ice-cooling. After the reaction mixture was concentrated under reduced pressure, azeotropic concentration with ethanol was undergone. The r...